From a dataset of the Open Reaction Database (ORD), a public repository of structured organic reaction records. describe an organic reaction: reactants, conditions, products, and yield Reactants: C(C)OC(=O)C=1N=NC(=CC1)OCC=1C(=NOC1C)C1=CC=NC=C1 (6-(5-methyl-3-pyridin-4-yl-isoxazol-4-ylmethoxy)-pyridazine-3-carboxylic acid ethyl ester), NC1CCOCC1 (4-aminotetrahydropyran). Yields the product O1CCC(CC1)NC(=O)C=1N=NC(=CC1)OCC=1C(=NOC1C)C1=CC=NC=C1 (6-(5-Methyl-3-pyridin-4-yl-isoxazol-4-ylmethoxy)-pyridazine-3-carboxylic acid (tetrahydro-pyran-4-yl)-amide). Isolated yield 34.0%. As a reaction SMILES: C(O[C:4]([C:6]1[N:7]=[N:8][C:9]([O:12][CH2:13][C:14]2[C:15]([C:20]3[CH:25]=[CH:24][N:23]=[CH:22][CH:21]=3)=[N:16][O:17][C:18]=2[CH3:19])=[CH:10][CH:11]=1)=[O:5])C.[NH2:26][CH:27]1[CH2:32][CH2:31][O:30][CH2:29][CH2:28]1>>[O:30]1[CH2:31][CH2:32][CH:27]([NH:26][C:4]([C:6]2[N:7]=[N:8][C:9]([O:12][CH2:13][C:14]3[C:15]([C:20]4[CH:25]=[CH:24][N:23]=[CH:22][CH:21]=4)=[N:16][O:17][C:18]=3[CH3:19])=[CH:10][CH:11]=2)=[O:5])[CH2:28][CH2:29]1. Reported procedure: As described for example 69, 6-(5-methyl-3-pyridin-4-yl-isoxazol-4-ylmethoxy)-pyridazine-3-carboxylic acid ethyl ester (100 mg, 0.29 mmol) was converted, using 4-aminotetrahydropyran instead of isopropylamine, to the title compound (39 mg, 34%) which was obtained as a white foam. MS: m/e=396.4 [M+H]+. Reactants: [OH-].[K+] (KOH), C([O-])([O-])=O.[K+].[K+] (potassium carbonate), ClC1=NC(=NC(=N1)Cl)N1C(CCCC1(C)C)(C)C (2,4-dichloro-6-(2,2,6,6-tetramethylpiperidin-1-yl)-1,3,5-triazine), product, C(C)(=O)N1C(CC(CC1(C)C)O)(C)C (1-acetyl-2,2,6,6-tetramethyl-4-hydroxy-piperidine). The reagents and catalysts are S(=O)(=O)(O)[O-].C(CCC)[N+](CCCC)(CCCC)CCCC (tetrabutylammonium hydrogen sulfate). The solvent is O (water), C1(=CC=CC=C1)C (toluene), C1(=CC=CC=C1)C (toluene). Run at time 3.5 hour. Product: ClC1=NC(=NC(=N1)OC1CC(N(C(C1)(C)C)C(C)=O)(C)C)N1C(CCCC1(C)C)(C)C (2-Chloro-4-(1-acetyl-2,2,6,6-tetramethylpiperidin-4-oxy)-6-(2,2,6,6-tetramethylpiperidin-1-yl)-1,3,5-triazine). As a reaction SMILES: Cl[C:2]1[N:7]=[C:6]([Cl:8])[N:5]=[C:4]([N:9]2[C:14]([CH3:16])([CH3:15])[CH2:13][CH2:12][CH2:11][C:10]2([CH3:18])[CH3:17])[N:3]=1.[OH-].[K+].C(=O)([O-])[O-].[K+].[K+].[C:27]([N:30]1[C:35]([CH3:37])([CH3:36])[CH2:34][CH:33]([OH:38])[CH2:32][C:31]1([CH3:40])[CH3:39])(=[O:29])[CH3:28]>C1(C)C=CC=CC=1.S([O-])(O)(=O)=O.C([N+](CCCC)(CCCC)CCCC)CCC.O>[Cl:8][C:6]1[N:7]=[C:2]([O:38][CH:33]2[CH2:34][C:35]([CH3:36])([CH3:37])[N:30]([C:27](=[O:29])[CH3:28])[C:31]([CH3:40])([CH3:39])[CH2:32]2)[N:3]=[C:4]([N:9]2[C:14]([CH3:16])([CH3:15])[CH2:13][CH2:12][CH2:11][C:10]2([CH3:18])[CH3:17])[N:5]=1 |f:1.2,3.4.5,8.9|. Procedure details: 43.4 g of 2,4-dichloro-6-(2,2,6,6-tetramethylpiperidin-1-yl)-1,3,5-triazine (product from Example 1) are dissolved in 175 ml of toluene, after which 42.1 g of pulverized KOH, 1 g of potassium carbonate and 3.4 g of tetrabutylammonium hydrogen sulfate are added. A solution of 29.9 g of 1-acetyl-2,2,6,6-tetramethyl-4-hydroxy-piperidine in 110 ml of toluene is then added dropwise, the internal temperature being maintained at 10° using an ice bath. After stirring for 3.5 hours, 100 ml of water are a... Reaction SMILES: [CH3:30][CH2:31][O:32][C:33](=[O:34])[CH3:35].[N+:1]([O-:2])(=[O:3])[c:4]1[cH:5][c:6]([NH:10][C:11]([CH2:12][CH2:13][CH2:14][CH2:15][CH2:16][CH2:17][CH2:18][CH2:19][CH2:20][CH2:21][CH2:22][CH2:23][CH2:24][CH2:25][CH2:26][CH2:27][CH3:28])=[O:29])[cH:7][cH:8][cH:9]1>>[NH2:1][c:4]1[cH:5][c:6]([NH:10][C:11]([CH2:12][CH2:13][CH2:14][CH2:15][CH2:16][CH2:17][CH2:18][CH2:19][CH2:20][CH2:21][CH2:22][CH2:23][CH2:24][CH2:25][CH2:26][CH2:27][CH3:28])=[O:29])[cH:7][cH:8][cH:9]1. The reactants are CCOC(C)=O, CCCCCCCCCCCCCCCCCC(=O)Nc1cccc([N+](=O)[O-])c1. Product: CCCCCCCCCCCCCCCCCC(=O)Nc1cccc(N)c1. Starting materials: [OH-].[Na+] (NaOH), imine, [BH-](OC(=O)C)(OC(=O)C)OC(=O)C.[Na+] (NaBH(OAc)3), CN(C(=O)C1N2C(C(C(C1)CC2)=O)CC2=CC=CC=C2)C (N,N-dimethyl-5-oxo-6-phenylmethyl-1-azabicyclo[2,2,2]-octane-2-carboxamide), COC1=C(CN)C=C(C=C1)OC (2,5-dimethoxybenzylamine). The reagents and catalysts are CC1(C2CCC1(C(=O)C2)CS(=O)(=O)O)C (CSA). Solvent: O (water), C1CCOC1 (THF), C1CCOC1 (THF), C(C)(=O)O (acetic acid), C1(=CC=CC=C1)C (toluene). Reaction conditions: time 15 hour. Yields the product CN(C(=O)C1N2C(C(C(C1)CC2)NCC2=C(C=CC(=C2)OC)OC)C(C2=CC=CC=C2)C2=CC=CC=C2)C (N,N-dimethyl-5-(2.5-dimethoxybenzyl)amino-6-diphenylmethyl-1-azabicyclo[2.2.2]octane2-carboxamide). Yield: 140.3%. As a reaction SMILES: [CH3:1][N:2]([CH3:21])[C:3]([CH:5]1[CH2:10][CH:9]2[CH2:11][CH2:12][N:6]1[CH:7]([CH2:14][C:15]1[CH:20]=[CH:19][CH:18]=[CH:17][CH:16]=1)[C:8]2=O)=[O:4].[CH3:22][O:23][C:24]1[CH:31]=[CH:30][C:29]([O:32][CH3:33])=[CH:28][C:25]=1[CH2:26][NH2:27].[BH-](O[C:44]([CH3:46])=O)(OC(C)=O)OC(C)=O.[Na+].[OH-].[Na+]>C1(C)C=CC=CC=1.C1COCC1.CC1(C)C2(CS(O)(=O)=O)C(CC1CC2)=O.C(O)(=O)C.O>[CH3:1][N:2]([CH3:21])[C:3]([CH:5]1[CH2:10][CH:9]2[CH2:11][CH2:12][N:6]1[CH:7]([CH:14]([C:46]1[CH:44]=[CH:9][CH:10]=[CH:5][CH:3]=1)[C:15]1[CH:20]=[CH:19][CH:18]=[CH:17][CH:16]=1)[CH:8]2[NH:27][CH2:26][C:25]1[CH:28]=[C:29]([O:32][CH3:33])[CH:30]=[CH:31][C:24]=1[O:23][CH3:22])=[O:4] |f:2.3,4.5|. Procedure: A mixture of compound 34 (2.22 g, 6.13 mmole), 2,5-dimethoxybenzylamine (1.23 g, 7.36 mmole) and CSA (camphersulfonic acid) (20 mg) in toluene (50 ml) was heated at reflux for 24 hours with Dean Stark water separator. The solvent was removed under reduced pressure. The crude imine was used to the next step without purification. A solution of the crude imine in dry THF (20 ml) was added to a solution of NaBH(OAc)3 (3.9 g, 18.4 mmole) and acetic acid (3 ml) in dry THF (20 ml) at 5° C. and stirred ...